From a dataset of the Open Reaction Database (ORD), a public repository of structured organic reaction records. describe an organic reaction: reactants, conditions, products, and yield The reactants are C(C)(=O)NC1=CC(=NC=C1S(=O)(=O)NC(C)=O)Cl (4-acetylamino-5-acetylaminosulfonyl-2-chloropyridine), [OH-].[Na+] (NaOH). Reaction SMILES: C([NH:4][C:5]1[C:10]([S:11]([NH:14][C:15](=[O:17])[CH3:16])(=[O:13])=[O:12])=[CH:9][N:8]=[C:7]([Cl:18])[CH:6]=1)(=O)C.[OH-].[Na+]>O>[NH2:4][C:5]1[C:10]([S:11]([NH:14][C:15](=[O:17])[CH3:16])(=[O:13])=[O:12])=[CH:9][N:8]=[C:7]([Cl:18])[CH:6]=1 |f:1.2|. Solvent: O (water). Reported procedure: A solution of 0.5 g of 4-acetylamino-5-acetylaminosulfonyl-2-chloropyridine (preceding stage) in 10 cm3 of water containing 0.137 g of NaOH (2 equivalents) is brought to reflux for 15 minutes. After cooling, the solution is adjusted to a pH of 6 and the precipitate obtained is collected on a filter, washed with water and dried. Yields the product NC1=CC(=NC=C1S(=O)(=O)NC(C)=O)Cl (4-Amino-5-acetylaminosulfonyl-2-chloropyridine). The reactants are S(=O)(=O)(OCCCCCCCCCCCC)[O-].[Na+] (sodium dodecyl sulfate), agarose, B(O)(O)O.C(CN(CC(=O)O)CC(=O)O)N(CC(=O)O)CC(=O)O.C(C(CO)(CO)N)O (Tris-borate-EDTA), CC[N+]1=C2C=C(C=CC2=C3C=CC(=CC3=C1C=4C=CC=CC4)N)N.[Br-] (ethidium bromide). Reaction conditions: time 2 hour. The product is CCCCCC(=O)CC[C@H]1[C@@H](CC(=O)[C@@H]1C/C=C\CCCC(=O)O)O (pGEM). As a reaction SMILES: S([O-])(OCCCCCCCCCCCC)(=O)=[O:2].[Na+].B(O)(O)O.C(N([CH2:39][C:40]([OH:42])=[O:41])CC(O)=O)CN(CC(O)=O)CC(O)=O.C(O)[C:44](N)([CH2:47][OH:48])[CH2:45][OH:46].CC[N+]1[C:66]([C:67]2[CH:68]=CC=CC=2)=[C:65]2[C:60]([CH:61]=[CH:62][C:63](N)=[CH:64]2)=[C:59]2[C:54]=1[CH:55]=[C:56](N)[CH:57]=[CH:58]2.[Br-]>>[CH3:54][CH2:55][CH2:56][CH2:57][CH2:58][C:59]([CH2:60][CH2:61][C@@H:62]1[C@@H:63]([CH2:64]/[CH:65]=[CH:66]\[CH2:67][CH2:68][CH2:39][C:40]([OH:42])=[O:41])[C:45](=[O:46])[CH2:44][C@H:47]1[OH:48])=[O:2] |f:0.1,2.3.4,5.6|. Procedure details: After the integration reaction, each reaction was stop with sodium dodecyl sulfate and proteinase K at final concentrations of 1% and 1 mg/ml, respectively. The samples were further incubated at 37° C. for 2 hr and then subjected to phenol-chloroform (1:1) and ether extractions. The DNA was precipitated by ethanol. Aliquots of each sample were subjected to electrophoresis on 1 or 1.5% agarose gels which were dried and the radioactive products were quantitated by a Molecular Dynamics PhosphorImag... Starting materials: F[B-](F)(F)F, CCCC[N+](CCCC)(CCCC)CCCC, C1CCOC1, CO, CN(C)c1ccncc1, CN1CC2CCC(C1)N2, CCOC(=O)c1coc(C2=Cc3cc(OC)ccc3-c3c(C4CCCCC4)c4ccc(C(=O)NS(=O)(=O)N(C)C)cc4n3C2)n1, Cl, Cl, CN(C)C=O, [OH-], O, CN(C)C(On1nnc2ccccc21)=[N+](C)C. Yields the product COc1ccc2c(c1)C=C(c1nc(C(=O)N3C4CCC3CN(C)C4)co1)Cn1c-2c(C2CCCCC2)c2ccc(C(=O)NS(=O)(=O)N(C)C)cc21. RXN SMILES: [B-:64]([F:65])([F:66])([F:67])[F:68].[CH2:47]([N+:48]([CH2:49][CH2:50][CH2:51][CH3:52])([CH2:53][CH2:54][CH2:55][CH3:56])[CH2:57][CH2:58][CH2:59][CH3:60])[CH2:61][CH2:62][CH3:63].[CH2:97]1[O:98][CH2:99][CH2:100][CH2:101]1.[CH3:102][OH:103].[CH3:109][N:110]([c:111]1[cH:112][cH:113][n:114][cH:115][cH:116]1)[CH3:117].[CH3:88][N:89]1[CH2:90][CH:91]2[CH2:92][CH2:93][CH:94]([CH2:95]1)[NH:96]2.[CH:1]1([c:7]2[c:8]3[cH:9][cH:10][c:11]([C:37]([NH:38][S:39](=[O:40])(=[O:41])[N:42]([CH3:43])[CH3:44])=[O:45])[cH:12][c:13]3[n:14]3[c:15]2-[c:16]2[c:17]([cH:31][c:32]([O:35][CH3:36])[cH:33][cH:34]2)[CH:18]=[C:19]([c:21]2[o:22][cH:23][c:24]([C:26](=[O:27])[O:28][CH2:29][CH3:30])[n:25]2)[CH2:20]3)[CH2:2][CH2:3][CH2:4][CH2:5][CH2:6]1.[ClH:86].[ClH:87].[O:104]=[CH:105][N:106]([CH3:107])[CH3:108].[OH-:46].[OH2:118].[n:69]1([O:70][C:71]([N:72]([CH3:73])[CH3:74])=[N+:75]([CH3:76])[CH3:77])[c:78]2[cH:79][cH:80][cH:81][cH:82][c:83]2[n:84][n:85]1>>[CH:1]1([c:7]2[c:8]3[cH:9][cH:10][c:11]([C:37]([NH:38][S:39](=[O:40])(=[O:41])[N:42]([CH3:43])[CH3:44])=[O:45])[cH:12][c:13]3[n:14]3[c:15]2-[c:16]2[c:17]([cH:31][c:32]([O:35][CH3:36])[cH:33][cH:34]2)[CH:18]=[C:19]([c:21]2[o:22][cH:23][c:24]([C:26](=[O:27])[N:96]4[CH:91]5[CH2:90][N:89]([CH3:88])[CH2:95][CH:94]4[CH2:93][CH2:92]5)[n:25]2)[CH2:20]3)[CH2:2][CH2:3][CH2:4][CH2:5][CH2:6]1. Starting materials: O=C([O-])[O-], CCNC(=O)Nc1ccc(B2OC(C)(C)C(C)(C)O2)cn1, CC(C)=O, [Cs+], [Cs+], COC(=O)c1cc(I)c[nH]c1=O, C1COCCO1, O. The product is CCNC(=O)Nc1ccc(-c2c[nH]c(=O)c(C(=O)OC)c2)cn1. RXN SMILES: [C:34](=[O:35])([O-:36])[O-:37].[CH2:1]([CH3:2])[NH:3][C:4](=[O:5])[NH:6][c:7]1[n:8][cH:9][c:10]([B:13]2[O:14][C:15]([CH3:16])([CH3:17])[C:18]([CH3:19])([CH3:20])[O:21]2)[cH:11][cH:12]1.[CH3:40][C:41](=[O:42])[CH3:43].[Cs+:38].[Cs+:39].[I:22][c:23]1[cH:24][c:25]([C:30](=[O:31])[O:32][CH3:33])[c:26](=[O:29])[nH:27][cH:28]1.[O:44]1[CH2:45][CH2:46][O:47][CH2:48][CH2:49]1.[OH2:50]>>[CH2:1]([CH3:2])[NH:3][C:4](=[O:5])[NH:6][c:7]1[n:8][cH:9][c:10](-[c:23]2[cH:24][c:25]([C:30](=[O:31])[O:32][CH3:33])[c:26](=[O:29])[nH:27][cH:28]2)[cH:11][cH:12]1. Reactants: OC(C(CCC1=CC=CC=C1)NC(=O)C(CC(C)C)NC(OCC1=CC=CC=C1)=O)C(C)(C)O (benzyl 1-(2,3-dihydroxy-3-methyl-1-phenethylbutylcarbamoyl)-3-methylbutylcarbamate), CC(=O)OI1(C=2C=CC=CC2C(=O)O1)(OC(=O)C)OC(=O)C.I(=O)(=O)(=O)[O-] (Dess-Martin Periodate). Run in C(Cl)Cl (methylene chloride), C(Cl)Cl (methylene chloride). Product: OC(C(C(CCC1=CC=CC=C1)NC(=O)C(CC(C)C)NC(OCC1=CC=CC=C1)=O)=O)(C)C (benzyl 1-(3-hydroxy-3-methyl-2-oxo-1-phenethylbutylcarbamoyl)-3-methylbutylcarbamate). Yield: 20.7%. Reaction SMILES: [OH:1][CH:2]([C:31]([OH:34])([CH3:33])[CH3:32])[CH:3]([NH:12][C:13]([CH:15]([NH:20][C:21](=[O:30])[O:22][CH2:23][C:24]1[CH:29]=[CH:28][CH:27]=[CH:26][CH:25]=1)[CH2:16][CH:17]([CH3:19])[CH3:18])=[O:14])[CH2:4][CH2:5][C:6]1[CH:11]=[CH:10][CH:9]=[CH:8][CH:7]=1.CC(OI1(OC(C)=O)(OC(C)=O)OC(=O)C2C=CC=CC1=2)=O.I([O-])(=O)(=O)=O>C(Cl)Cl>[OH:34][C:31]([CH3:33])([CH3:32])[C:2](=[O:1])[CH:3]([NH:12][C:13]([CH:15]([NH:20][C:21](=[O:30])[O:22][CH2:23][C:24]1[CH:25]=[CH:26][CH:27]=[CH:28][CH:29]=1)[CH2:16][CH:17]([CH3:19])[CH3:18])=[O:14])[CH2:4][CH2:5][C:6]1[CH:11]=[CH:10][CH:9]=[CH:8][CH:7]=1 |f:1.2|. Procedure: A solution comprised of benzyl 1-(2,3-dihydroxy-3-methyl-1-phenethylbutylcarbamoyl)-3-methylbutylcarbamate (0.250 g, 0.532 mmol) and Dess-Martin Periodate (0.451 g, 1.06 mmol) in dry methylene chloride (27 mL) was stirred vigorously and then a mixture of wet methylene chloride (20 mL, 95 mL of dry methylene chloride and 95 μL of water) was added by a separatory funnel. The mixture was stirred 18 hours at room temperature and concentrated to dryness in vacuo. The residue was dissolved in ethyl ac...